This data is from the Open Reaction Database (ORD), a public repository of structured organic reaction records. The task is: describe an organic reaction: reactants, conditions, products, and yield Reactants: C1=CC=C(C(=C1)C(=C2C=C(C(=O)C(=C2)I)I)C3=CC(=C(C(=C3)I)[O-])I)C(=O)[O-].[Na+].[Na+].C(C)OC(=O)N1CCN(CC1)C([C@@H](N)CC1=CC(=CC=C1)N)=O (TIPPS 3-amino-(L)-phenylalanine-4-ethoxycarbonylpiperazide), C(C)(=O)[O-].[Na+] (sodium acetate), N#CBr (cyanogen bromide). Solvent: C(C)O (ethanol). Run at time 10 hour. Yields the product C1=CC=C(C(=C1)C(=C2C=C(C(=O)C(=C2)I)I)C3=CC(=C(C(=C3)I)[O-])I)C(=O)[O-].[Na+].[Na+].C(C)OC(=O)N1CCN(CC1)C([C@@H](N)CC1=CC(=CC=C1)NC#N)=O (TIPPS 3-cyanamido-(L)-phenylalanine-4-ethoxycarbonylpiperazide). As a reaction SMILES: [CH:1]1[CH:6]=[C:5]([C:7]([C:17]2[CH:22]=[C:21]([I:23])[C:20]([O-:24])=[C:19]([I:25])[CH:18]=2)=[C:8]2[CH:14]=[C:13]([I:15])[C:11](=[O:12])[C:10]([I:16])=[CH:9]2)[C:4]([C:26]([O-:28])=[O:27])=[CH:3][CH:2]=1.[Na+:29].[Na+].[CH2:31]([O:33][C:34]([N:36]1[CH2:41][CH2:40][N:39]([C:42](=[O:53])[C@H:43]([CH2:45][C:46]2[CH:51]=[CH:50][CH:49]=[C:48]([NH2:52])[CH:47]=2)[NH2:44])[CH2:38][CH2:37]1)=[O:35])[CH3:32].C([O-])(=O)C.[Na+].[N:59]#[C:60]Br>C(O)C>[CH:1]1[CH:6]=[C:5]([C:7]([C:8]2[CH:9]=[C:10]([I:16])[C:11]([O-:12])=[C:13]([I:15])[CH:14]=2)=[C:17]2[CH:18]=[C:19]([I:25])[C:20](=[O:24])[C:21]([I:23])=[CH:22]2)[C:4]([C:26]([O-:28])=[O:27])=[CH:3][CH:2]=1.[Na+:29].[Na+:29].[CH2:31]([O:33][C:34]([N:36]1[CH2:37][CH2:38][N:39]([C:42](=[O:53])[C@H:43]([CH2:45][C:46]2[CH:51]=[CH:50][CH:49]=[C:48]([NH:52][C:60]#[N:59])[CH:47]=2)[NH2:44])[CH2:40][CH2:41]1)=[O:35])[CH3:32] |f:0.1.2.3,4.5,8.9.10.11|. Procedure details: TIPPS-3-amino-(L)-phenylalanine-4-ethoxycarbonylpiperazide (14.6 g; 24.9 mmol), sodium acetate (anhydrous) (5.11 g; 62.2 mmol) and cyanogen bromide (2.9 g; 27.4 mmol) were dissolved in ethanol and the solution was stirred at RT for 10 h. After evaporating the solvent, the residue was taken up in ethyl acetate and the solution was extracted with 5% KHSO4, 5% NaHCO3 and distilled water. After evaporating the solvent, the crude product was purified chromatographically over silica gel. Run at time 1 hour. Yield: 83.0%. The product is C(C1=CC=CC=C1)O[C@@H]1C2(COC(C([C@H]1OCC1=CC=CC=C1)OCC1=CC=CC=C1)(O2)C2=CC(=C(C=C2)F)CC2=CC=C(C=C2)OC2COCC2)CO (((2S,3S)-2,3,4-tris-benzyloxy-5-{4-fluoro-3-[4-(tetrahydro-furan-3-yloxy)-benzyl]-phenyl}-6,8-dioxa-bicyclo[3.2.1]oct-1-yl)-methanol). Procedure details: To a solution of (4S,5S)-3,4,5-Tris-benzyloxy-2-{4-fluoro-3-[4-(tetrahydro-furan-3-yloxy)-benzyl]-phenyl}-6,6-bis-(4-methoxy-benzyloxymethyl)-tetrahydro-pyran-2-ol I-11i (275 mg, 0.28 mmol) in dichloromethane (2.0 mL) was added anisole (0.250 mL, 2.29 mmol) followed by a 20% solution of trifluoroacetic acid in dichloromethane (8.0 mL) at room temperature under nitrogen. After stirring for 1 hour, the reaction mixture was concentrated under reduced pressure. The crude residue was purified by flas... The reactants are C(C1=CC=CC=C1)OC1C(OC([C@H]([C@@H]1OCC1=CC=CC=C1)OCC1=CC=CC=C1)(COCC1=CC=C(C=C1)OC)COCC1=CC=C(C=C1)OC)(O)C1=CC(=C(C=C1)F)CC1=CC=C(C=C1)OC1COCC1 ((4S,5S)-3,4,5-Tris-benzyloxy-2-{4-fluoro-3-[4-(tetrahydro-furan-3-yloxy)-benzyl]-phenyl}-6,6-bis-(4-methoxy-benzyloxymethyl)-tetrahydro-pyran-2-ol), solution, FC(C(=O)O)(F)F (trifluoroacetic acid), ClCCl (dichloromethane), C1(=CC=CC=C1)OC (anisole), ClCCl (dichloromethane). Reaction SMILES: [CH2:1]([O:8][CH:9]1[C@@H:14]([O:15][CH2:16][C:17]2[CH:22]=[CH:21][CH:20]=[CH:19][CH:18]=2)[C@H:13]([O:23][CH2:24][C:25]2[CH:30]=[CH:29][CH:28]=[CH:27][CH:26]=2)[C:12]([CH2:42][O:43]CC2C=CC(OC)=CC=2)([CH2:31]OCC2C=CC(OC)=CC=2)[O:11][C:10]1([C:54]1[CH:59]=[CH:58][C:57]([F:60])=[C:56]([CH2:61]C2C=CC(OC3CCOC3)=CC=2)[CH:55]=1)[OH:53])[C:2]1[CH:7]=[CH:6][CH:5]=[CH:4][CH:3]=1.[C:74]1([O:80][CH3:81])[CH:79]=[CH:78][CH:77]=[CH:76][CH:75]=1.F[C:83](F)(F)[C:84]([OH:86])=O.Cl[CH2:90]Cl>>[CH2:24]([O:23][C@H:13]1[C@H:14]([O:15][CH2:16][C:17]2[CH:18]=[CH:19][CH:20]=[CH:21][CH:22]=2)[CH:9]([O:8][CH2:1][C:2]2[CH:7]=[CH:6][CH:5]=[CH:4][CH:3]=2)[C:10]2([C:54]3[CH:59]=[CH:58][C:57]([F:60])=[C:56]([CH2:61][C:77]4[CH:78]=[CH:79][C:74]([O:80][CH:81]5[CH2:83][CH2:84][O:86][CH2:90]5)=[CH:75][CH:76]=4)[CH:55]=3)[O:11][C:12]1([CH2:42][OH:43])[CH2:31][O:53]2)[C:25]1[CH:26]=[CH:27][CH:28]=[CH:29][CH:30]=1. Run in C(Cl)Cl (DCM). As a reaction SMILES: [CH:1]1([C:7]2[S:23][C:10]3[N:11]=[C:12]([CH3:22])[N:13]=[C:14]([CH2:15][NH:16][C:17]([CH3:21])([CH3:20])[CH2:18][OH:19])[C:9]=3[CH:8]=2)[CH2:6][CH2:5][CH2:4][CH2:3][CH2:2]1.C1N=CN([C:29](N2C=NC=C2)=[O:30])C=1>C(Cl)Cl>[CH:1]1([C:7]2[S:23][C:10]3[N:11]=[C:12]([CH3:22])[N:13]=[C:14]([CH2:15][N:16]4[C:17]([CH3:20])([CH3:21])[CH2:18][O:19][C:29]4=[O:30])[C:9]=3[CH:8]=2)[CH2:2][CH2:3][CH2:4][CH2:5][CH2:6]1. The reactants are C1(CCCCC1)C1=CC2=C(N=C(N=C2CNC(CO)(C)C)C)S1 (2-{[(6-cyclohexyl-2-methylthieno[2,3-d]pyrimidin-4-yl)methyl]amino}-2-methylpropan-1-ol), C1=CN(C=N1)C(=O)N2C=CN=C2 (CDI). Procedure: To a mixture of 2-{[(6-cyclohexyl-2-methylthieno[2,3-d]pyrimidin-4-yl)methyl]amino}-2-methylpropan-1-ol (55 mg) and DCM was added CDI (40 mg), followed by stirring at room temperature for 6 hours. The reaction mixture was concentrated under reduced pressure. The residue was purified by silica gel column (hexane/EtOAc) to obtain 3-[(6-cyclohexyl-2-methylthieno[2,3-d]pyrimidin-4-yl)methyl]-4,4-dimethyl-1,3-oxazolidin-2-one (54 mg). Conditions: time 6 hour. Yield: 91.1%. Product: C1(CCCCC1)C1=CC2=C(N=C(N=C2CN2C(OCC2(C)C)=O)C)S1 (3-[(6-cyclohexyl-2-methylthieno[2,3-d]pyrimidin-4-yl)methyl]-4,4-dimethyl-1,3-oxazolidin-2-one).